From a dataset of the Open Reaction Database (ORD), a public repository of structured organic reaction records. describe an organic reaction: reactants, conditions, products, and yield Procedure details: In chloroform (20 ml) - methanol (10 ml) was dissolved 2-[(4-difluoromethoxy-3-methyl-2-pyridyl)methylthio]benzimidazole (2.0 g). To the solution was added dropwise, under ice-cooling, a solution of m-chloroperbenzoic acid (MCPBA) (80%, 1.5 g in chloroform (20 ml). The reaction mixture was washed with a saturated aqueous solution of sodium hydrogencarbonate and water, in that order, then dried (MgSO4). The solvent was distilled off. The residual solid was subjected to a silica gel column chromat... Starting materials: FC(OC1=C(C(=NC=C1)CSC=1NC2=C(N1)C=CC=C2)C)F (2-[(4-difluoromethoxy-3-methyl-2-pyridyl)methylthio]benzimidazole), ClC1=CC(=CC=C1)C(=O)OO (m-chloroperbenzoic acid). Isolated yield 71.0%. Product: FC(OC1=C(C(=NC=C1)CS(=O)C=1NC2=C(N1)C=CC=C2)C)F (2-[(4-difluoromethoxy-3-methyl-2-pyridyl)methylsulfinyl]benzimidazole). As a reaction SMILES: [F:1][CH:2]([F:22])[O:3][C:4]1[CH:9]=[CH:8][N:7]=[C:6]([CH2:10][S:11][C:12]2[NH:13][C:14]3[CH:20]=[CH:19][CH:18]=[CH:17][C:15]=3[N:16]=2)[C:5]=1[CH3:21].ClC1C=CC=C(C(OO)=[O:31])C=1>C(Cl)(Cl)Cl.CO>[F:22][CH:2]([F:1])[O:3][C:4]1[CH:9]=[CH:8][N:7]=[C:6]([CH2:10][S:11]([C:12]2[NH:16][C:15]3[CH:17]=[CH:18][CH:19]=[CH:20][C:14]=3[N:13]=2)=[O:31])[C:5]=1[CH3:21]. Run in C(Cl)(Cl)Cl (chloroform), CO (methanol), C(Cl)(Cl)Cl (chloroform). Starting materials: BrC1=CC=C(C2=C1C=C(O2)COC2CCNCC2)OC (4-(4-Bromo-7-methoxybenzofuran-2-ylmethoxy)-piperidine), [OH-].[Na+] (sodium hydroxide), C(=O)O (formic acid), C=O (formaldehyde). Solvent: O (water), O (water). Reaction conditions: temperature 95 celsius. Product: BrC1=CC=C(C2=C1C=C(O2)COC2CCN(CC2)C)OC (4-(4-Bromo-7-methoxybenzofuran-2-ylmethoxy)-1-methyl-piperidine). As a reaction SMILES: [Br:1][C:2]1[C:7]2[CH:8]=[C:9]([CH2:11][O:12][CH:13]3[CH2:18][CH2:17][NH:16][CH2:15][CH2:14]3)[O:10][C:6]=2[C:5]([O:19][CH3:20])=[CH:4][CH:3]=1.[CH:21](O)=O.C=O.[OH-].[Na+]>O>[Br:1][C:2]1[C:7]2[CH:8]=[C:9]([CH2:11][O:12][CH:13]3[CH2:18][CH2:17][N:16]([CH3:21])[CH2:15][CH2:14]3)[O:10][C:6]=2[C:5]([O:19][CH3:20])=[CH:4][CH:3]=1 |f:3.4|. Procedure: 4-(4-Bromo-7-methoxybenzofuran-2-ylmethoxy)-piperidine (0.98 g), formic acid (0.65 ml) and formaldehyde (0.56 g of a 37% w/w solution in water) were combined and heated to 95° C. overnight. After cooling to room temperature the mixture was diluted with water (70 ml) and a concentrated aqueous solution of sodium hydroxide added until the solution was basic (pH=14). It was extracted with ethyl acetate (2×100 ml). The combined organic extracts were dried over magnesium sulfate and concentrated in v...